Dataset: the Open Reaction Database (ORD), a public repository of structured organic reaction records. Task: describe an organic reaction: reactants, conditions, products, and yield Starting materials: OC=1C(=C(C=C(C1O)C)CCCCCCOC1=C(C(=C(C(=O)O)C=C1)O)CCC)C (4-[6-(3,4-dihydroxy-2,5-dimethylphenyl)hexyloxy]-2-hydroxy-3-propylbenzoic acid), C([O-])(O)=O.[Na+] (sodium bicarbonate), C(C)I (ethyl iodide). The solvent is CN(C=O)C (dimethylformamide). Run at time 10 hour. Yields the product C(C)OC(C1=C(C(=C(C=C1)OCCCCCCC1=C(C(=C(C(=C1)C)O)O)C)CCC)O)=O (4-[6-(3,4-dihydroxy-2,5-dimethylphenyl)hexyloxy]-2-hydroxy-3-propylbenzoic acid ethyl ester). The yield is 67.0%. As a reaction SMILES: [OH:1][C:2]1[C:3]([CH3:30])=[C:4]([CH2:10][CH2:11][CH2:12][CH2:13][CH2:14][CH2:15][O:16][C:17]2[CH:25]=[CH:24][C:20]([C:21]([OH:23])=[O:22])=[C:19]([OH:26])[C:18]=2[CH2:27][CH2:28][CH3:29])[CH:5]=[C:6]([CH3:9])[C:7]=1[OH:8].C(=O)(O)[O-].[Na+].[CH2:36](I)[CH3:37]>CN(C)C=O>[CH2:36]([O:22][C:21](=[O:23])[C:20]1[CH:24]=[CH:25][C:17]([O:16][CH2:15][CH2:14][CH2:13][CH2:12][CH2:11][CH2:10][C:4]2[CH:5]=[C:6]([CH3:9])[C:7]([OH:8])=[C:2]([OH:1])[C:3]=2[CH3:30])=[C:18]([CH2:27][CH2:28][CH3:29])[C:19]=1[OH:26])[CH3:37] |f:1.2|. Procedure details: A mixture of 0170 g (1.68 mmole) of 4-[6-(3,4-dihydroxy-2,5-dimethylphenyl)hexyloxy]-2-hydroxy-3-propylbenzoic acid, 0.157 g (1.87 mmole) of sodium bicarbonate and 1.4 mL (16.8 mmole) of ethyl iodide in 10 mL of dimethylformamide was stirred at 50° for 10 hours. Workup as in Example 160 gave an oil which was purified by chromatography on 20 g of silica gel. Elution with 25% ethyl acetate-hexane gave the product which was recrystallized from hexane to give 0.50 g, mp 61°-64°, (67% yield) of 4-[6-... Starting materials: [BH4-], CCO, CCOC(=O)C1CCN(c2c(-c3cccc(Cl)c3)c3ccc(C=O)nc3n(CC)c2=O)CC1, [Na+]. Yields the product CCOC(=O)C1CCN(c2c(-c3cccc(Cl)c3)c3ccc(CO)nc3n(CC)c2=O)CC1. Reaction SMILES: [BH4-:34].[CH3:36][CH2:37][OH:38].[Cl:1][c:2]1[cH:3][c:4](-[c:8]2[c:9]([N:23]3[CH2:24][CH2:25][CH:26]([C:29](=[O:30])[O:31][CH2:32][CH3:33])[CH2:27][CH2:28]3)[c:10](=[O:22])[n:11]([CH2:20][CH3:21])[c:12]3[n:13][c:14]([CH:18]=[O:19])[cH:15][cH:16][c:17]23)[cH:5][cH:6][cH:7]1.[Na+:35]>>[Cl:1][c:2]1[cH:3][c:4](-[c:8]2[c:9]([N:23]3[CH2:24][CH2:25][CH:26]([C:29](=[O:30])[O:31][CH2:32][CH3:33])[CH2:27][CH2:28]3)[c:10](=[O:22])[n:11]([CH2:20][CH3:21])[c:12]3[n:13][c:14]([CH2:18][OH:19])[cH:15][cH:16][c:17]23)[cH:5][cH:6][cH:7]1. The reactants are Cl.CC1CNC1 (3-methylazetidine hydrochloride), Cl.ClC1=CC(=NC=N1)N1NC=C(C1=O)N1C=NC=C1 (2-(6-Chloropyrimidin-4-yl)-4-(1H-imidazol-1-yl)-1,2-dihydro-3H-pyrazol-3-one hydrochloride), C(C)N(C(C)C)C(C)C (N-ethyl-N-(propan-2-yl)propane-2-amine). Run in O1CCCC1 (tetrahydrofuran). Product: N1(C=NC=C1)C=1C(N(NC1)C1=NC=NC(=C1)N1CC(C1)C)=O (4-(1H-Imidazol-1-yl)-2-[6-(3-methylazetidin-1-yl)pyrimidin-4-yl]-1,2-dihydro-3H-pyrazol-3-one). As a reaction SMILES: Cl.[CH3:2][CH:3]1[CH2:6][NH:5][CH2:4]1.Cl.Cl[C:9]1[N:14]=[CH:13][N:12]=[C:11]([N:15]2[C:19](=[O:20])[C:18]([N:21]3[CH:25]=[CH:24][N:23]=[CH:22]3)=[CH:17][NH:16]2)[CH:10]=1.C(N(C(C)C)C(C)C)C>O1CCCC1>[N:21]1([C:18]2[C:19](=[O:20])[N:15]([C:11]3[CH:10]=[C:9]([N:5]4[CH2:6][CH:3]([CH3:2])[CH2:4]4)[N:14]=[CH:13][N:12]=3)[NH:16][CH:17]=2)[CH:25]=[CH:24][N:23]=[CH:22]1 |f:0.1,2.3|. Procedure details: 43 mg (0.4 mmol) of 3-methylazetidine hydrochloride, 100 mg (0.3 mmol) of the compound from Example 13A and 174 μl (130 mg, 1.0 mmol) of N-ethyl-N-(propan-2-yl)propane-2-amine are suspended in 2 ml of tetrahydrofuran and reacted in a single mode microwave (Emrys Optimizer) at 120° C. for 4.5 h. The reaction mixture is concentrated under reduced pressure, taken up in water with addition of aqueous 1 N sodium hydroxide solution (pH=9-10) and purified by preparative HPLC (RP18 column; mobile phase:... Starting materials: C([O-])([O-])=O.[Na+].[Na+] (sodium carbonate), IC1=CN(C2=NC=C(C=C21)C2=CC=C(C=C2)C=2CCN(CC2)C)S(=O)(=O)C2=CC=C(C)C=C2 (3-iodo-5-(4-(1-methyl-1,2,3,6-tetrahydropyridin-4-yl)phenyl)-1-tosyl-1H-pyrrolo[2,3-b]pyridine), FC=1C=C(CN2N=CC(=C2)B2OC(C(O2)(C)C)(C)C)C=CC1 (1-(3-fluorobenzyl)-4-(4,4,5,5-tetramethyl-1,3,2-dioxaborolan-2-yl)-1H-pyrazole), IC1=CN(C2=NC=C(C=C21)C2=CC=C(C=C2)C=2CCN(CC2)C)S(=O)(=O)C2=CC=C(C)C=C2 (3-iodo-5-(4-(1-methyl-1,2,3,6-tetrahydropyridin-4-yl)phenyl)-1-tosyl-1H-pyrrolo[2,3-b]pyridine), FC=1C=C(CN2N=CC(=C2)B2OC(C(O2)(C)C)(C)C)C=CC1 (1-(3-fluorobenzyl)-4-(4,4,5,5-tetramethyl-1,3,2-dioxaborolan-2-yl)-1H-pyrazole). The reagents and catalysts are Cl[Pd]([P](C1=CC=CC=C1)(C2=CC=CC=C2)C3=CC=CC=C3)([P](C4=CC=CC=C4)(C5=CC=CC=C5)C6=CC=CC=C6)Cl (Pd(PPh3)2Cl2). Run in C1(=CC=CC=C1)C.C(C)O.O (toluene ethanol water). The product is FC=1C=C(CN2N=CC(=C2)C2=CN(C3=NC=C(C=C32)C3=CC=C(C=C3)C=3CCN(CC3)C)S(=O)(=O)C3=CC=C(C)C=C3)C=CC1 (3-(1-(3-fluorobenzyl)-1H-pyrazol-4-yl)-5-(4-(1-methyl-1,2,3,6-tetrahydropyridin-4-yl)phenyl)-1-tosyl-1H-pyrrolo[2,3-b]pyridine). Yield: 83.0%. Reaction SMILES: I[C:2]1[C:10]2[C:5](=[N:6][CH:7]=[C:8]([C:11]3[CH:16]=[CH:15][C:14]([C:17]4[CH2:18][CH2:19][N:20]([CH3:23])[CH2:21][CH:22]=4)=[CH:13][CH:12]=3)[CH:9]=2)[N:4]([S:24]([C:27]2[CH:33]=[CH:32][C:30]([CH3:31])=[CH:29][CH:28]=2)(=[O:26])=[O:25])[CH:3]=1.[F:34][C:35]1[CH:36]=[C:37]([CH:53]=[CH:54][CH:55]=1)[CH2:38][N:39]1[CH:43]=[C:42](B2OC(C)(C)C(C)(C)O2)[CH:41]=[N:40]1.C(=O)([O-])[O-].[Na+].[Na+]>C1(C)C=CC=CC=1.C(O)C.O.Cl[Pd](Cl)([P](C1C=CC=CC=1)(C1C=CC=CC=1)C1C=CC=CC=1)[P](C1C=CC=CC=1)(C1C=CC=CC=1)C1C=CC=CC=1>[F:34][C:35]1[CH:36]=[C:37]([CH:53]=[CH:54][CH:55]=1)[CH2:38][N:39]1[CH:43]=[C:42]([C:2]2[C:10]3[C:5](=[N:6][CH:7]=[C:8]([C:11]4[CH:12]=[CH:13][C:14]([C:17]5[CH2:18][CH2:19][N:20]([CH3:23])[CH2:21][CH:22]=5)=[CH:15][CH:16]=4)[CH:9]=3)[N:4]([S:24]([C:27]3[CH:28]=[CH:29][C:30]([CH3:31])=[CH:32][CH:33]=3)(=[O:26])=[O:25])[CH:3]=2)[CH:41]=[N:40]1 |f:2.3.4,5.6.7,^1:75,94|. Procedure details: Using similar reaction conditions as described in step-i of example-1, 3-iodo-5-(4-(1-methyl-1,2,3,6-tetrahydropyridin-4-yl)phenyl)-1-tosyl-1H-pyrrolo[2,3-b]pyridine (intermediate 66D) (200 mg, 0.351 mmol) was coupled with 1-(3-fluorobenzyl)-4-(4,4,5,5-tetramethyl-1,3,2-dioxaborolan-2-yl)-1H-pyrazole (intermediate 11) (117 mg, 0.386 mmol) using Pd(PPh3)2Cl2 (13 mg, 0.017 mol) and sodium carbonate (112 mg, 1.053 mmol) in toluene/ethanol/water (3/3/2 ml) to afford 180 mg (83% yield) of the titled ... Procedure details: A solution of 3,4,5-trimethoxybenzaldehyde (19.7 g, 0.1 mol), 2-aminobenzenethiol (11.2 cm3, 0.105 mol) and dimethylsulfoxide acid (75 cm3) was heated under reflux for 24 hours. The cooled solution was added to water and extracted into ethyl acetate (3×50 cm3). The combined organic layers were dried (MgSO4), filtered and the filtrate evaporated down under reduced pressure. The solid residue was recrystallised from ethyl acetate to give 25.5 g (85.0%) of the desired product, mpt. 135° C. RXN SMILES: [CH3:1][O:2][C:3]1[CH:4]=[C:5]([CH:8]=[C:9]([O:13][CH3:14])[C:10]=1[O:11][CH3:12])[CH:6]=O.[NH2:15][C:16]1[CH:21]=[CH:20][CH:19]=[CH:18][C:17]=1[SH:22].CS(C)=O>O>[CH3:1][O:2][C:3]1[CH:4]=[C:5]([C:6]2[S:22][C:17]3[CH:18]=[CH:19][CH:20]=[CH:21][C:16]=3[N:15]=2)[CH:8]=[C:9]([O:13][CH3:14])[C:10]=1[O:11][CH3:12]. The reactants are COC=1C=C(C=O)C=C(C1OC)OC (3,4,5-trimethoxybenzaldehyde), NC1=C(C=CC=C1)S (2-aminobenzenethiol), CS(=O)C (dimethylsulfoxide). The yield is 84.6%. Run in O (water). The product is COC=1C=C(C=C(C1OC)OC)C=1SC2=C(N1)C=CC=C2 (2-(3,4,5-Trimethoxyphenyl)benzothiazole). Starting materials: C(C1=CN=CC=C1)(=O)O (nicotinic acid), NCCOC1=C(C=CC=2CCN(CCC21)C(C(F)(F)F)=O)Cl (6-(2-amino-ethoxy)-7-chloro-3-(2,2,2-trifluoroacetyl)-2,3,4,5-tetrahydro-1H-benzo[d]azepine). Product: Cl.ClC1=C(C2=C(CCNCC2)C=C1)OCCNC(=O)C=1C=NC=CC1 (7-Chloro-6-{2-[(pyridine-3-carbonyl)-amino]-ethoxy}-2,3,4,5-tetrahydro-1H-benzo[d]azepine Hydrochloride). Yield: 185.0%. Reaction SMILES: [C:1]([OH:9])(=O)[C:2]1[CH:7]=[CH:6][CH:5]=[N:4][CH:3]=1.[NH2:10][CH2:11][CH2:12][O:13][C:14]1[C:24]2[CH2:23][CH2:22][N:21](C(=O)C(F)(F)F)[CH2:20][CH2:19][C:18]=2[CH:17]=[CH:16][C:15]=1[Cl:31]>>[ClH:31].[Cl:31][C:15]1[CH:16]=[CH:17][C:18]2[CH2:19][CH2:20][NH:21][CH2:22][CH2:23][C:24]=2[C:14]=1[O:13][CH2:12][CH2:11][NH:10][C:1]([C:2]1[CH:3]=[N:4][CH:5]=[CH:6][CH:7]=1)=[O:9] |f:2.3|. Procedure: Use a method similar to Example 42, using nicotinic acid (40 mg, 0.327 mmol) and 6-(2-amino-ethoxy)-7-chloro-3-(2,2,2-trifluoroacetyl)-2,3,4,5-tetrahydro-1H-benzo[d]azepine (100 mg, 0.297 mmol) to give the title compound as a solid (105 mg, 93%). MS (ES+) m/z: 346 (M+H)+.